The task is: describe an organic reaction: reactants, conditions, products, and yield. This data is from the Open Reaction Database (ORD), a public repository of structured organic reaction records. Reactants: ClCCCN1C(CCC1)=O (1-chloro-3-[2-oxopyrrolidin-1-yl]propane), ClC=1C=C(C=CC1)N1CCNCC1 (1-(3-chlorophenyl)piperazine), C(=O)([O-])[O-].[Na+].[Na+] (Na2CO3), N[C@@H](CC1=CC=C2C=CC=CC2=C1)C(=O)O (Nal). Run in C=1(C(=CC=CC1)C)C (xylene). Run at temperature 150 celsius, time 14 hour. Yields the product ClC=1C=C(C=CC1)N1CCN(CC1)CCCN1CC(CC1)=O (1-[4-(3-chlorophenyl)piperazin-1-yl]-3-[3-oxopyrrolidin-1-yl]propane). RXN SMILES: Cl[CH2:2][CH2:3][CH2:4][N:5]1[CH2:9][CH2:8][CH2:7][C:6]1=O.[Cl:11][C:12]1[CH:13]=[C:14]([N:18]2[CH2:23][CH2:22][NH:21][CH2:20][CH2:19]2)[CH:15]=[CH:16][CH:17]=1.C([O-])([O-])=[O:25].[Na+].[Na+].N[C@H](C(O)=O)CC1C=C2C(C=CC=C2)=CC=1>C1(C)C(C)=CC=CC=1>[Cl:11][C:12]1[CH:13]=[C:14]([N:18]2[CH2:23][CH2:22][N:21]([CH2:2][CH2:3][CH2:4][N:5]3[CH2:9][CH2:8][C:7](=[O:25])[CH2:6]3)[CH2:20][CH2:19]2)[CH:15]=[CH:16][CH:17]=1 |f:2.3.4|. Reported procedure: A mixture of 1-chloro-3-[2-oxopyrrolidin-1-yl]propane (1 g, 6.2 mmcl), 1-(3-chlorophenyl)piperazine (1.22 g, 6.2 minol) anhydrous Na2CO3 (0.33 g, 3.1 mmol) and Nal (0.093 g, 0.6 mmcl) in dry xylene (15 ml) was stirred at 150° C. for 14 hours. The solvent was removed at reduced pressure and residue was poured on water (30 ml). The separated residue was extracted with dichloromethane (2×25 ml), dried over Na2SO4 and concentrated to give 1-[4-(3-chlorophenyl)piperazin-1-yl]-3-[3-oxopyrrolidin-1-yl]... The reactants are O=C([O-])[O-], CC#N, O=C(CCl)Nc1ccc(Oc2ccc3c(c2)CCC(c2ccccc2)O3)nc1, [K+], [K+], O, OCCNCCO. Product: O=C(CN(CCO)CCO)Nc1ccc(Oc2ccc3c(c2)CCC(c2ccccc2)O3)nc1. RXN SMILES: [C:29](=[O:30])([O-:31])[O-:32].[CH3:43][C:44]#[N:45].[Cl:1][CH2:2][C:3](=[O:4])[NH:5][c:6]1[cH:7][n:8][c:9]([O:12][c:13]2[cH:14][c:15]3[c:20]([cH:21][cH:22]2)[O:19][CH:18]([c:23]2[cH:24][cH:25][cH:26][cH:27][cH:28]2)[CH2:17][CH2:16]3)[cH:10][cH:11]1.[K+:33].[K+:34].[OH2:42].[OH:35][CH2:36][CH2:37][NH:38][CH2:39][CH2:40][OH:41]>>[CH2:2]([C:3](=[O:4])[NH:5][c:6]1[cH:7][n:8][c:9]([O:12][c:13]2[cH:14][c:15]3[c:20]([cH:21][cH:22]2)[O:19][CH:18]([c:23]2[cH:24][cH:25][cH:26][cH:27][cH:28]2)[CH2:17][CH2:16]3)[cH:10][cH:11]1)[N:38]([CH2:37][CH2:36][OH:35])[CH2:39][CH2:40][OH:41]. Reactants: CC(C)([O-])C.[K+] (potassium tert-butoxide), O=C1N(S(C2=C1C=CC=C2)(=O)=O)CC(=O)OCCO (2-hydroxyethyl 3-oxo-1,2-benzoisothiazoline-2-acetate 1,1-dioxide), Cl (hydrochloric acid). The solvent is CS(=O)C (dimethylsulfoxide). Reaction conditions: time 10 minute. The product is OC1=C(NS(C2=C1C=CC=C2)(=O)=O)C(=O)OCCO (2-hydroxyethyl 4-hydroxy-2H-1,2-benzothiazine-3-carboxylate 1,1-dioxide). Yield: 67.1%. As a reaction SMILES: CC(C)([O-])C.[K+].[O:7]=[C:8]1[C:12]2[CH:13]=[CH:14][CH:15]=[CH:16][C:11]=2[S:10](=[O:18])(=[O:17])[N:9]1[CH2:19][C:20]([O:22][CH2:23][CH2:24][OH:25])=[O:21].Cl>CS(C)=O>[OH:7][C:8]1[C:12]2[CH:13]=[CH:14][CH:15]=[CH:16][C:11]=2[S:10](=[O:18])(=[O:17])[NH:9][C:19]=1[C:20]([O:22][CH2:23][CH2:24][OH:25])=[O:21] |f:0.1|. Procedure: To a mixture, cooled at 18° C., of 19 g (0.17 mole) of potassium tert-butoxide in 100 ml of dimethylsulfoxide, 13.2 g (0.046 mole) of 2-hydroxyethyl 3-oxo-1,2-benzoisothiazoline-2-acetate 1,1-dioxide prepared in Example 1 are slowly added. The mixture is stirred for 10 minutes at room temperature and then rapidly dropped into 700 ml of 10% hydrochloric acid while cooling externally to 0°-5° C. The precipitate is kept under stirring at this temperature for 1-2 hours, then it is collected and wash... Reactants: CCO, FC(F)(F)c1cccc(CN2C(=S)c3cccc4cccc2c34)c1, NCCCn1ccnc1. Yields the product FC(F)(F)c1cccc(CN2C(=NCCCn3ccnc3)c3cccc4cccc2c34)c1. RXN SMILES: [CH2:34]([OH:35])[CH3:36].[F:1][C:2]([c:3]1[cH:4][c:5]([CH2:9][N:10]2[C:11](=[S:22])[c:12]3[c:13]4[c:14]([cH:15][cH:16][cH:17][c:18]42)[cH:19][cH:20][cH:21]3)[cH:6][cH:7][cH:8]1)([F:23])[F:24].[n:25]1([CH2:30][CH2:31][CH2:32][NH2:33])[cH:26][n:27][cH:28][cH:29]1>>[F:1][C:2]([c:3]1[cH:4][c:5]([CH2:9][N:10]2[C:11](=[N:33][CH2:32][CH2:31][CH2:30][n:25]3[cH:26][n:27][cH:28][cH:29]3)[c:12]3[c:13]4[c:14]([cH:15][cH:16][cH:17][c:18]42)[cH:19][cH:20][cH:21]3)[cH:6][cH:7][cH:8]1)([F:23])[F:24]. Starting materials: C(C)OC(CCl)OCC (Chloroacetaldehyde diethyl acetal), C(C1=CC=CC=C1)(=O)[O-].[K+] (potassium benzoate), [Br-].[K+] (potassium bromide), CN(C)C=O (DMF). Run in C(C)(=O)OCC (ethyl acetate), O (water). Yields the product C(C)OC(COC(C1=CC=CC=C1)=O)OCC (2-benzoyloxyacetaldehyde Diethyl Acetal). Yield: 34.1%. Reaction SMILES: [CH2:1]([O:3][CH:4]([O:7][CH2:8][CH3:9])[CH2:5]Cl)[CH3:2].[C:10]([O-:18])(=[O:17])[C:11]1[CH:16]=[CH:15][CH:14]=[CH:13][CH:12]=1.[K+].[Br-].[K+].CN(C=O)C>C(OCC)(=O)C.O>[CH2:1]([O:3][CH:4]([O:7][CH2:8][CH3:9])[CH2:5][O:18][C:10](=[O:17])[C:11]1[CH:16]=[CH:15][CH:14]=[CH:13][CH:12]=1)[CH3:2] |f:1.2,3.4|. Procedure: Chloroacetaldehyde diethyl acetal (2.00 g), potassium benzoate (1.91 g), potassium bromide (0.30 g) and DMF (20 mL) were placed in a three-neck flask, followed by refluxing. Twenty hours later, the reaction mixture was cooled to room temperature, and water (30 mL) and ethyl acetate (80 mL) were added thereto, followed by stirring. After filtration, the organic layer was washed with water (30 mL) and was dried over anhydrous sodium sulfate. Subsequent filtration and vacuum concentration yielded t...